From a dataset of the Open Reaction Database (ORD), a public repository of structured organic reaction records. describe an organic reaction: reactants, conditions, products, and yield The reactants are O=C1N(C=C(C(N1)=O)C#N)CCC=O (2,4-Dioxo-1-(3-oxo-propyl)-1,2,3,4-tetrahydro-pyrimidine-5-carbonitrile), FC(C1=CC=C(C=C1)[C@]12CNC[C@@H]2C1)(F)F ((1S,5R)-1-(4-trifluoromethyl-phenyl)-3-aza-bicyclo[3.1.0]hexane), CC(=O)O (AcOH), [BH-](OC(=O)C)(OC(=O)C)OC(=O)C.[Na+] (NaBH(AcO)3), ClC(C)Cl (dichloroethane). Reaction conditions: time 8 hour. The product is Cl.O=C1N(C=C(C(N1)=O)C#N)CCCN1C[C@]2(C[C@H]2C1)C1=CC=C(C=C1)C(F)(F)F (2,4-dioxo-1-(3-{(1S,5R)-1-[4-(trifluoromethyl)phenyl]-3-azabicyclo[3.1.0]hex-3-yl}propyl)-1,2,3,4-tetrahydro-5-pyrimidinecarbonitrile hydrochloride). Isolated yield 38.0%. As a reaction SMILES: [O:1]=[C:2]1[NH:7][C:6](=[O:8])[C:5]([C:9]#[N:10])=[CH:4][N:3]1[CH2:11][CH2:12][CH:13]=O.[F:15][C:16]([F:30])([F:29])[C:17]1[CH:22]=[CH:21][C:20]([C@:23]23[CH2:28][C@H:27]2[CH2:26][NH:25][CH2:24]3)=[CH:19][CH:18]=1.CC(O)=O.[BH-](OC(C)=O)(OC(C)=O)OC(C)=O.[Na+].[Cl:49]C(Cl)C>>[ClH:49].[O:1]=[C:2]1[NH:7][C:6](=[O:8])[C:5]([C:9]#[N:10])=[CH:4][N:3]1[CH2:11][CH2:12][CH2:13][N:25]1[CH2:26][C@H:27]2[C@:23]([C:20]3[CH:19]=[CH:18][C:17]([C:16]([F:15])([F:30])[F:29])=[CH:22][CH:21]=3)([CH2:28]2)[CH2:24]1 |f:3.4,6.7|. Reported procedure: To a solution of 2,4-dioxo-1-(3-oxo-propyl)-1,2,3,4-tetrahydro-pyrimidine-5-carbonitrile (Prep35, 90 mg, 0.47 mmol) in dichloroethane (8 mL), (1S,5R)-1-(4-trifluoromethyl-phenyl)-3-aza-bicyclo[3.1.0]hexane (Prep4, 106 mg, 0.47 mmol), AcOH (42 mg, 0.7 mmol) and NaBH(AcO)3 (198 mg, 0.94 mmol) were added and the mixture was stirred at room temperature overnight. The solvent was evaporated under vacuum, the residue redissolved in ethyl acetate and the obtained mixture washed with aqueous saturated N... Reactants: ethyl acetate-petroleum ether, IC=1C(=NC(=NC1)OC)OC (5-Iodo-2,4-dimethoxy-pyrimidine), ClC1=NC=C(C=C1B(O)O)F (2-chloro-5-fluoropyridine-3-boronic acid), C(=O)([O-])[O-].[Na+].[Na+] (Na2CO3), C1=CC=C(C=C1)P(C2=CC=CC=C2)C3=CC=CC=C3 (PPh3). Reagents/catalysts: CC(=O)[O-].CC(=O)[O-].[Pd+2] (Pd(OAc)2). Solvent: C(CC)O (n-PrOH). Product: ClC1=NC=C(C=C1C=1C(=NC(=NC1)OC)OC)F (5-(2-Chloro-5-fluoro-pyridin-3-yl)-2,4-dimethoxy-pyrimidine). The yield is 27.0%. Reaction SMILES: I[C:2]1[C:3]([O:10][CH3:11])=[N:4][C:5]([O:8][CH3:9])=[N:6][CH:7]=1.[Cl:12][C:13]1[C:18](B(O)O)=[CH:17][C:16]([F:22])=[CH:15][N:14]=1.C([O-])([O-])=O.[Na+].[Na+].C1C=CC(P(C2C=CC=CC=2)C2C=CC=CC=2)=CC=1>C(O)CC.CC([O-])=O.CC([O-])=O.[Pd+2]>[Cl:12][C:13]1[C:18]([C:2]2[C:3]([O:10][CH3:11])=[N:4][C:5]([O:8][CH3:9])=[N:6][CH:7]=2)=[CH:17][C:16]([F:22])=[CH:15][N:14]=1 |f:2.3.4,7.8.9|. Procedure: 5-Iodo-2,4-dimethoxy-pyrimidine (868 mg, 3.3 mmol) was dissolved in degassed n-PrOH (30 ml) and then 2-chloro-5-fluoropyridine-3-boronic acid (858 mg, 4.9 mmol), Na2CO3 (700 mg, 6.6 mmol), PPh3 (88 mg, 0.33 mmol) and Pd(OAc)2 (90 mg) were added. The suspension was stirred at reflux for 4 hours. The solvent was evaporated under vacuum and the crude was partitioned between brine and ethyl acetate. The organic phase was dried (Na2SO4) and evaporated. The crude was purified by flash chromatography w... Starting materials: N (ammonia), OC1=C(C(=O)C2=CC=CC=C2)C=CC(=C1)O (2,4-dihydroxybenzophenone), [OH-].[Na+] (sodium hydroxide), S(=O)(=O)(OC)OC (dimethyl sulfate), [OH-].[Na+] (sodium hydroxide), S(=O)(=O)(OC)OC (dimethyl sulfate), S(=O)(=O)(OC)OC (dimethyl sulfate), S(=O)(=O)(OC)OC (dimethyl sulfate). Run in O (water). Run at time 0.5 hour. Yields the product OC1=C(C(=O)C2=CC=CC=C2)C=CC(=C1)OC (2-hydroxy-4-methoxybenzophenone). The yield is 463.4%. As a reaction SMILES: [OH:1][C:2]1[CH:15]=[C:14]([OH:16])[CH:13]=[CH:12][C:3]=1[C:4]([C:6]1[CH:11]=[CH:10][CH:9]=[CH:8][CH:7]=1)=[O:5].[OH-].[Na+].S(OC)(O[CH3:23])(=O)=O.N>O>[OH:1][C:2]1[CH:15]=[C:14]([O:16][CH3:23])[CH:13]=[CH:12][C:3]=1[C:4]([C:6]1[CH:11]=[CH:10][CH:9]=[CH:8][CH:7]=1)=[O:5] |f:1.2|. Procedure: 214 g ( =1.0 mole) of 2,4-dihydroxybenzophenone were added to a mixture of 500 ml of 2 N sodium hydroxide solution and 150 ml of water at room temperature and stirring was carried out until everything had dissolved (20 minutes). Thereafter, 31.6 ml (=0.33 mole) of dimethyl sulfate were added and stirring was continued for 0.5 hour, after which a further 31.6 ml (=0.33 mole) of dimethyl sulfate were added while stirring. After 0.5 hour, a further 31.6 ml (=0.33 mole) of dimethyl sulfate were adde... Starting materials: BrC1=CC=C2C(=CNC2=C1)C=O (6-bromoindole-3-carboxaldehyde), C(=C)[B-](F)(F)F.[K+] (potassium vinyltrifluoroborate), C1=CC=C(C=C1)P(C2=CC=CC=C2)C3=CC=CC=C3 (PPh3), C(=O)([O-])[O-].[Cs+].[Cs+] (Cs2CO3). Reagents/catalysts: Cl[Pd]Cl (PdCl2). Run in O (H2O), C1CCOC1 (THF), O (water). Run at temperature 85 celsius. The product is C(=C)C1=CC=C2C(=CNC2=C1)C=O (6-Vinyl-1H-indole-3-carbaldehyde). Reaction SMILES: Br[C:2]1[CH:10]=[C:9]2[C:5]([C:6]([CH:11]=[O:12])=[CH:7][NH:8]2)=[CH:4][CH:3]=1.[CH:13]([B-](F)(F)F)=[CH2:14].[K+].C1C=CC(P(C2C=CC=CC=2)C2C=CC=CC=2)=CC=1.C([O-])([O-])=O.[Cs+].[Cs+]>Cl[Pd]Cl.O.C1COCC1>[CH:13]([C:2]1[CH:10]=[C:9]2[C:5]([C:6]([CH:11]=[O:12])=[CH:7][NH:8]2)=[CH:4][CH:3]=1)=[CH2:14] |f:1.2,4.5.6|. Procedure details: 6-bromoindole-3-carboxaldehyde (5 g, 22.3 mmol), potassium vinyltrifluoroborate (4.48 g, 33.5 mmol), PdCl2 (396 mg, 2.23 mmol), PPh3 (1.75 mg, 6.7 mmol) and Cs2CO3 (2.18 mg, 66.9 mmol) were combined in a 500 mL flask placed under a nitrogen atmosphere. THF (135 mL) and H2O (15 mL) were added and the yellow solution was heated at 85° C. for 2 days. The reaction was allowed to cool to RT, water was added and the mixture was extracted twice with CH2Cl2. The combined organic layers were dried over N... The reactants are [I-].C(C1=CC=CC=C1)(=O)CC[N+](C)(C)C (N-(2-benzoylethyl)-N,N,N-trimethylammonium iodide). Solvent: O (water). Yields the product C1(=CC=CC=C1)C(=O)C=C (phenylvinyl ketone). Isolated yield 94.0%. As a reaction SMILES: [I-].[C:2]([CH2:10][CH2:11][N+](C)(C)C)(=[O:9])[C:3]1[CH:8]=[CH:7][CH:6]=[CH:5][CH:4]=1>O>[C:3]1([C:2]([CH:10]=[CH2:11])=[O:9])[CH:8]=[CH:7][CH:6]=[CH:5][CH:4]=1 |f:0.1|. Procedure: N-(2-benzoylethyl)-N,N,N-trimethylammonium iodide (5.0 g) was suspended in water (400 ml) and the mixture passed through the CMR (15 ml/min; 90°-95° C.; atmospheric pressure) and the hot product collected in a mixture of ice (250 g) and diethyl ether (100 ml), in a flask which was cooled in an ice bath. The ether phase was separated and the aqueous extracted with ether (3×150 ml). The pooled organic phase was dried over anhydrous sodium sulphate and evaporated to dryness, affording phenylvinyl k...